Dataset: the Open Reaction Database (ORD), a public repository of structured organic reaction records. Task: describe an organic reaction: reactants, conditions, products, and yield Starting materials: Cc1ccc(S(=O)(=O)n2c(-c3cn(C)c4ccc(OCC5COC(C)(C)O5)cc34)cc3cccnc32)cc1, CO, Cl. Yields the product Cc1ccc(S(=O)(=O)n2c(-c3cn(C)c4ccc(OCC(O)CO)cc34)cc3cccnc32)cc1. Reaction SMILES: [CH3:1][C:2]1([CH3:38])[O:3][CH2:4][CH:5]([CH2:7][O:8][c:9]2[cH:10][c:11]3[c:12](-[c:19]4[cH:20][c:21]5[c:22]([n:23][cH:24][cH:25][cH:26]5)[n:27]4[S:28](=[O:29])(=[O:30])[c:31]4[cH:32][cH:33][c:34]([CH3:37])[cH:35][cH:36]4)[cH:13][n:14]([CH3:18])[c:15]3[cH:16][cH:17]2)[O:6]1.[CH3:40][OH:41].[ClH:39]>>[OH:3][CH2:4][CH:5]([OH:6])[CH2:7][O:8][c:9]1[cH:10][c:11]2[c:12](-[c:19]3[cH:20][c:21]4[c:22]([n:23][cH:24][cH:25][cH:26]4)[n:27]3[S:28](=[O:29])(=[O:30])[c:31]3[cH:32][cH:33][c:34]([CH3:37])[cH:35][cH:36]3)[cH:13][n:14]([CH3:18])[c:15]2[cH:16][cH:17]1. Starting materials: N (ammonia), C1(CC1)C1=NC(=NC(=N1)OC)OC (2-cyclopropyl-4,6-dimethoxy-1,3,5-triazine). Solvent: CO (methanol). Conditions: temperature 140 celsius, time 1 hour. The product is NC1=NC(=NC(=N1)C1CC1)OC (2-amino-4-cyclopropyl-6-methoxy-1,3,5-triazine). As a reaction SMILES: [NH3:1].[CH:2]1([C:5]2[N:10]=[C:9]([O:11][CH3:12])[N:8]=[C:7](OC)[N:6]=2)[CH2:4][CH2:3]1>CO>[NH2:1][C:7]1[N:6]=[C:5]([CH:2]2[CH2:3][CH2:4]2)[N:10]=[C:9]([O:11][CH3:12])[N:8]=1. Procedure: Gaseous ammonia is blown through a solution of 5 g of 2-cyclopropyl-4,6-dimethoxy-1,3,5-triazine in 30 ml of methanol at room temperature until saturation is reached. The solution is then stirred in a bomb tube (autoclave) at 140° C. for 1 hour; it is subsequently cooled, and the reaction mixture is filtered to thus obtain 0.5 g of the title product as light-brown crystals, m.p. 156°-157° C. Starting materials: CCCCCCCCCCCCCCCCN(CCCCCCCCCCCCCCCC)Cc1cccc(C(=N)SCC)c1, CC(=O)[O-], CC(=O)O, ClC(Cl)Cl, Cl, Cl, Cl, NCC(F)(F)F, [Na+]. Product: CCCCCCCCCCCCCCCCN(CCCCCCCCCCCCCCCC)Cc1cccc(C(=N)NCC(F)(F)F)c1. RXN SMILES: [CH2:3]([S:4][C:6]([c:7]1[cH:8][c:9]([CH2:13][N:14]([CH2:15][CH2:16][CH2:17][CH2:18][CH2:19][CH2:20][CH2:21][CH2:22][CH2:23][CH2:24][CH2:25][CH2:26][CH2:27][CH2:28][CH2:29][CH3:30])[CH2:31][CH2:32][CH2:33][CH2:34][CH2:35][CH2:36][CH2:37][CH2:38][CH2:39][CH2:40][CH2:41][CH2:42][CH2:43][CH2:44][CH2:45][CH3:46])[cH:10][cH:11][cH:12]1)=[NH:47])[CH3:5].[CH3:56][C:57](=[O:58])[O-:59].[CH3:60][C:61](=[O:62])[OH:63].[CH:64]([Cl:65])([Cl:66])[Cl:67].[ClH:1].[ClH:2].[ClH:48].[F:49][C:50]([CH2:51][NH2:52])([F:53])[F:54].[Na+:55]>>[C:6]([c:7]1[cH:8][c:9]([CH2:13][N:14]([CH2:15][CH2:16][CH2:17][CH2:18][CH2:19][CH2:20][CH2:21][CH2:22][CH2:23][CH2:24][CH2:25][CH2:26][CH2:27][CH2:28][CH2:29][CH3:30])[CH2:31][CH2:32][CH2:33][CH2:34][CH2:35][CH2:36][CH2:37][CH2:38][CH2:39][CH2:40][CH2:41][CH2:42][CH2:43][CH2:44][CH2:45][CH3:46])[cH:10][cH:11][cH:12]1)(=[NH:47])[NH:52][CH2:51][C:50]([F:49])([F:53])[F:54]. The reactants are CI (Methyl iodide), [H-].[Na+] (Sodium hydride), Cl.C1(=CC=CC=C1)C=1N=C(NC1)C=1N=CN2C1N=NN(C2=O)CC#C (8-(4-phenyl-1H-imidazol-2-yl)-3-(prop-2-ynyl)imidazo[5,1-d][1,2,3,5]tetrazin-4(3H)-one hydrochloride), [H][H] (hydrogen). Solvent: CN(C)C=O (DMF). Conditions: time 8 hour. Yields the product CN1N=NC=2N(C1=O)C=NC2C=2N(C=C(N2)C2=CC=CC=C2)C (3-Methyl-8-(1-methyl-4-phenyl-1H-imidazol-2-yl)imidazo[5,1-d][1,2,3,5]tetrazin-4(3H)-one). Isolated yield 41.1%. RXN SMILES: [H-].[Na+].Cl.[C:4]1([C:10]2[N:11]=[C:12]([C:15]3[N:16]=[CH:17][N:18]4[C:23](=[O:24])[N:22]([CH2:25]C#C)[N:21]=[N:20][C:19]=34)[NH:13][CH:14]=2)[CH:9]=[CH:8][CH:7]=[CH:6][CH:5]=1.[H][H].[CH3:30]I>CN(C=O)C>[CH3:25][N:22]1[C:23](=[O:24])[N:18]2[CH:17]=[N:16][C:15]([C:12]3[N:13]([CH3:30])[CH:14]=[C:10]([C:4]4[CH:5]=[CH:6][CH:7]=[CH:8][CH:9]=4)[N:11]=3)=[C:19]2[N:20]=[N:21]1 |f:0.1,2.3|. Procedure details: Sodium hydride (60% in mineral oil, 19 mg, 0.467 mmol) was added in portions to a solution of 8-(4-phenyl-1H-imidazol-2-yl)-3-(prop-2-ynyl)imidazo[5,1-d][1,2,3,5]tetrazin-4(3H)-one hydrochloride (70 mg) in DMF (3 mL) and the mixture was sonicated several times until hydrogen evolution ceased. Methyl iodide (66 μL, 1.065 mmol) was added and the mixture was stirred overnight. The resulting solution was poured into ice and was then left at 4° C. for 5 hours. The precipitate was filtered and washed ... Starting materials: CC=1N=C(SC1)NC(=O)C1=NC(=CC=C1N)C(O[SiH2]C(C)(C)C)(C)C (3-Amino-6-(tert-butyl-dimethyl-silanyloxymethyl)-pyridine-2-carboxylic acid (4-methyl-thiazol-2-yl)-amide), BrC=1C=NC=NC1 (5-Bromopyrimidine). Reagents/catalysts: [Pd] (Palladium). Yields the product CC=1N=C(SC1)NC(=O)C1=NC(=CC=C1NC=1C=NC=NC1)C(O[SiH2]C(C)(C)C)(C)C (6-(tert-Butyl-dimethyl-silanyloxymethyl)-3-(pyrimidin-5-ylamino)-pyridine-2-carboxylic acid (4-methyl-thiazol-2-yl)-amide). Reaction SMILES: [CH3:1][C:2]1[N:3]=[C:4]([NH:7][C:8]([C:10]2[C:15]([NH2:16])=[CH:14][CH:13]=[C:12]([C:17]([CH3:25])([CH3:24])[O:18][SiH2:19][C:20]([CH3:23])([CH3:22])[CH3:21])[N:11]=2)=[O:9])[S:5][CH:6]=1.Br[C:27]1[CH:28]=[N:29][CH:30]=[N:31][CH:32]=1>[Pd]>[CH3:1][C:2]1[N:3]=[C:4]([NH:7][C:8]([C:10]2[C:15]([NH:16][C:27]3[CH:28]=[N:29][CH:30]=[N:31][CH:32]=3)=[CH:14][CH:13]=[C:12]([C:17]([CH3:25])([CH3:24])[O:18][SiH2:19][C:20]([CH3:23])([CH3:22])[CH3:21])[N:11]=2)=[O:9])[S:5][CH:6]=1. Procedure: Palladium catalysed arylation of 3-Amino-6-(tert-butyl-dimethyl-silanyloxymethyl)-pyridine-2-carboxylic acid (4-methyl-thiazol-2-yl)-amide with 5-Bromopyrimidine according to the general procedure described in example 4 step 4 yielded the title product as a light yellow solid, MS (ISP): m/e=457.3 (M+H+).